This data is from the Open Reaction Database (ORD), a public repository of structured organic reaction records. The task is: describe an organic reaction: reactants, conditions, products, and yield Starting materials: CO, O=[N+]([O-])c1cc(CO)ccc1Cl, N. Yields the product Nc1ccc(CO)cc1[N+](=O)[O-]. As a reaction SMILES: [CH3:14][OH:15].[Cl:1][c:2]1[c:3]([N+:10](=[O:11])[O-:12])[cH:4][c:5]([CH2:8][OH:9])[cH:6][cH:7]1.[NH3:13]>>[c:2]1([NH2:13])[c:3]([N+:10](=[O:11])[O-:12])[cH:4][c:5]([CH2:8][OH:9])[cH:6][cH:7]1. The reactants are ClCc1ccccc1, [K+], [OH-], O, OCCO. Yields the product OCCOCc1ccccc1. As a reaction SMILES: [Cl:7][CH2:8][c:9]1[cH:10][cH:11][cH:12][cH:13][cH:14]1.[K+:6].[OH-:5].[OH2:15].[OH:1][CH2:2][CH2:3][OH:4]>>[O:1]([CH2:2][CH2:3][OH:4])[CH2:8][c:9]1[cH:10][cH:11][cH:12][cH:13][cH:14]1. The reactants are CCOC(=O)C=CCC(C)CCC=C(C)C, O=C(OO)c1cccc(Cl)c1, ClCCl. Product: CCOC(=O)C=CCC(C)CCC1OC1(C)C. Reaction SMILES: [CH2:12]([CH3:13])[O:14][C:15]([CH:16]=[CH:17][CH2:18][CH:19]([CH2:20][CH2:21][CH:22]=[C:23]([CH3:24])[CH3:25])[CH3:26])=[O:27].[Cl:1][c:2]1[cH:3][cH:4][cH:5][c:6]([C:7]([O:8][OH:10])=[O:9])[cH:11]1.[Cl:28][CH2:29][Cl:30]>>[O:9]1[CH:22]([CH2:21][CH2:20][CH:19]([CH2:18][CH:17]=[CH:16][C:15]([O:14][CH2:12][CH3:13])=[O:27])[CH3:26])[C:23]1([CH3:24])[CH3:25]. Reactants: C(C=C)NC(C1=CC=C(C=C1)OC(F)(F)F)=O (N-Allyl-4-trifluoromethoxy-benzamide), C(C)(C)NC(C)C (diisopropylamine), solution. Solvent: C1CCOC1 (THF), hexanes. Run at temperature 0 celsius. Product: C(=CC)NC(C1=CC=C(C=C1)OC(F)(F)F)=O (N-Propenyl-4-trifluoromethoxy-benzamide), solid. Isolated yield 85.0%. As a reaction SMILES: C(NC(C)C)(C)C.[CH2:8]([NH:11][C:12](=[O:24])[C:13]1[CH:18]=[CH:17][C:16]([O:19][C:20]([F:23])([F:22])[F:21])=[CH:15][CH:14]=1)[CH:9]=[CH2:10]>C1COCC1>[CH:8]([NH:11][C:12](=[O:24])[C:13]1[CH:14]=[CH:15][C:16]([O:19][C:20]([F:22])([F:23])[F:21])=[CH:17][CH:18]=1)=[CH:9][CH3:10]. Reported procedure: To a solution of diisopropylamine (6.3 mL, 45 mmol) in THF 100 mL at −78° C., was added n-butyllithilum (18 mL, 45 mmol of a 2.5M solution in hexanes). After 10 min. a solution (10 mL THF) of N-Allyl-4-trifluoromethoxy-benzamide 11 (5 g, 20 mmol) was added dropwise to the reaction mixture. The resulting dark blue reaction mixture was allowed to warm to 0° C. where it was quenched by addition of aqueous ammonium chloride. Ether was added and the organic layer was separated, dried (sodium sulfate)... As a reaction SMILES: [CH2:8]([CH3:9])[n:10]1[c:11](=[NH:28])[c:12](-[c:23]2[cH:24][n:25][cH:26][nH:27]2)[cH:13][c:14]2[c:15]1[n:16][c:17]([S:21][CH3:22])[n:18][c:19]2[CH3:20].[CH3:1][C:2](=[O:3])[O:4][C:5](=[O:6])[CH3:7]>>[O:3]=[c:11]1[n:10]([CH2:8][CH3:9])[c:15]2[c:14]([cH:13][c:12]1-[c:23]1[cH:24][n:25][cH:26][nH:27]1)[c:19]([CH3:20])[n:18][c:17]([S:21][CH3:22])[n:16]2. Starting materials: CCn1c(=N)c(-c2cnc[nH]2)cc2c(C)nc(SC)nc21, CC(=O)OC(C)=O. Product: CCn1c(=O)c(-c2cnc[nH]2)cc2c(C)nc(SC)nc21. The reactants are ClC(=O)OC1CC(N(C(C1)(C)C)OC)(C)C (1-Methoxy-2,2,6,6-tetramethylpiperidin-4-yl Cloroformate), NN (hydrazine). The solvent is CO (methanol). The product is C(NN)(=O)OC1CC(N(C(C1)(C)C)OC)(C)C (1-Methoxy-2,2,6,6-tetramethylpiperidin-4-yl Carbazate). As a reaction SMILES: Cl[C:2]([O:4][CH:5]1[CH2:10][C:9]([CH3:12])([CH3:11])[N:8]([O:13][CH3:14])[C:7]([CH3:16])([CH3:15])[CH2:6]1)=[O:3].[NH2:17][NH2:18]>CO>[C:2]([O:4][CH:5]1[CH2:10][C:9]([CH3:12])([CH3:11])[N:8]([O:13][CH3:14])[C:7]([CH3:16])([CH3:15])[CH2:6]1)(=[O:3])[NH:17][NH2:18]. Procedure: The title compound is prepared by reacting the compound of Example 27 (1 mole) with hydrazine (1.1 mole), employing methanol as the solvent. Run at time 2 hour. Reaction SMILES: [SH-:1].[Na+].[CH2:3]([S:5]([C:8]1[CH:13]=[CH:12][C:11](F)=[C:10]([Cl:15])[CH:9]=1)(=[O:7])=[O:6])[CH3:4]>CN(C=O)C.[OH-].[Na+]>[Cl:15][C:10]1[CH:9]=[C:8]([S:5]([CH2:3][CH3:4])(=[O:7])=[O:6])[CH:13]=[CH:12][C:11]=1[SH:1] |f:0.1,4.5|. The reactants are [SH-].[Na+] (Sodium hydrosulphide), C(C)S(=O)(=O)C1=CC(=C(C=C1)F)Cl (3-Chloro-4-fluorophenyl ethyl sulfone). Reported procedure: Sodium hydrosulphide (0.252 g) was added to the product from example 4 step (i) (11.0 g) in dry DMF (10 ml) and stirred at RT for 2 h. The mixture was diluted with 2M sodium hydroxide solution and extracted with diethylether. The aqueous layer was acidified with 2M hydrochloric acid, extracted with ethyl acetate, dried and evaporated under reduced pressure, crude yield 1.60 g. The solvent is CN(C)C=O (DMF), [OH-].[Na+] (sodium hydroxide). The product is ClC1=C(C=CC(=C1)S(=O)(=O)CC)S (2-Chloro-4-(ethylsulfonyl)benzenethiol).